This data is from the Open Reaction Database (ORD), a public repository of structured organic reaction records. The task is: describe an organic reaction: reactants, conditions, products, and yield Reactants: Cl (HCl), CC=1C=C(C=C(C1)C)O (3,5-dimethyl phenol), N(=O)[O-].[Na+] (NaNO2). Run in C(C)O (ethyl alcohol), O (H2O), O (water). Conditions: temperature 0 celsius. Yields the product CC=1C=C(C=C(C1N=O)C)O (3,5-dimethyl-4-nitrosophenol). Yield: 71.6%. RXN SMILES: Cl.[CH3:2][C:3]1[CH:4]=[C:5]([OH:10])[CH:6]=[C:7]([CH3:9])[CH:8]=1.[N:11]([O-])=[O:12].[Na+]>C(O)C.O>[CH3:2][C:3]1[CH:4]=[C:5]([OH:10])[CH:6]=[C:7]([CH3:9])[C:8]=1[N:11]=[O:12] |f:2.3|. Procedure: 750 ml of concentrated HCl are added to a solution of 3,5-dimethyl phenol (80.6 g) in 750 ml of 95% ethyl alcohol. The mixture is cooled to 0° C. in an ice/methanol bath. While maintaining the temperature of the reaction mixture below 5° C., a solution of NaNO2 (69.0 g) in 150 ml of H2O is added dropwise to the reaction mixture. The mixture is stirred at 0° C. for more than an hour and then poured into 9 liters of water. The aqueous mixture is filtered to give a yellow solid which is recrystalli... Reactants: Cl, CCCC(Nc1ccc(-n2cc(C(F)(F)F)cn2)nc1)c1ccc(C(=O)NCCC(=O)OC)cc1F, [Li+], C1CCOC1, [OH-]. The product is CCCC(Nc1ccc(-n2cc(C(F)(F)F)cn2)nc1)c1ccc(C(=O)NCCC(=O)O)cc1F. Reaction SMILES: [ClH:39].[F:1][c:2]1[cH:3][c:4]([C:5](=[O:6])[NH:7][CH2:8][CH2:9][C:10](=[O:11])[O:12][CH3:13])[cH:14][cH:15][c:16]1[CH:17]([CH2:18][CH2:19][CH3:20])[NH:21][c:22]1[cH:23][n:24][c:25](-[n:28]2[n:29][cH:30][c:31]([C:33]([F:34])([F:35])[F:36])[cH:32]2)[cH:26][cH:27]1.[Li+:37].[O:40]1[CH2:41][CH2:42][CH2:43][CH2:44]1.[OH-:38]>>[F:1][c:2]1[cH:3][c:4]([C:5](=[O:6])[NH:7][CH2:8][CH2:9][C:10](=[O:11])[OH:12])[cH:14][cH:15][c:16]1[CH:17]([CH2:18][CH2:19][CH3:20])[NH:21][c:22]1[cH:23][n:24][c:25](-[n:28]2[n:29][cH:30][c:31]([C:33]([F:34])([F:35])[F:36])[cH:32]2)[cH:26][cH:27]1.